From a dataset of the Open Reaction Database (ORD), a public repository of structured organic reaction records. describe an organic reaction: reactants, conditions, products, and yield The reactants are COC(=O)c1ccccc1Oc1cccc(NC(C)=O)c1, Cl, [Na+], C1COCCO1, [OH-]. Yields the product CC(=O)Nc1cccc(Oc2ccccc2C(=O)O)c1. As a reaction SMILES: [C:1]([CH3:2])(=[O:3])[NH:4][c:5]1[cH:6][c:7]([O:8][c:9]2[c:10]([C:11](=[O:12])[O:13][CH3:14])[cH:15][cH:16][cH:17][cH:18]2)[cH:19][cH:20][cH:21]1.[ClH:24].[Na+:23].[O:25]1[CH2:26][CH2:27][O:28][CH2:29][CH2:30]1.[OH-:22]>>[C:1]([CH3:2])(=[O:3])[NH:4][c:5]1[cH:6][c:7]([O:8][c:9]2[c:10]([C:11](=[O:12])[OH:13])[cH:15][cH:16][cH:17][cH:18]2)[cH:19][cH:20][cH:21]1. Starting materials: O1C=NC(=C1)CN (oxazol-4-ylmethanamine), O1C(=NC=C1)CN (oxazol-2-ylmethanamine), FC1=CC=C(CN2C(N(CC2)C=2C=C(C(=O)O)C=CN2)=O)C=C1 (2-(3-(4-fluorobenzyl)-2-oxoimidazolidin-1-yl)isonicotinic acid). The product is FC1=CC=C(CN2C(N(CC2)C=2C=C(C(=O)NCC=3OC=CN3)C=CN2)=O)C=C1 (2-(3-(4-fluorobenzyl)-2-oxoimidazolidin-1-yl)-N-(oxazol-2-ylmethyl)isonicotinamide). Isolated yield 49.0%. Reaction SMILES: O1C=C(CN)N=C1.[O:8]1[CH:12]=[CH:11][N:10]=[C:9]1[CH2:13][NH2:14].[F:15][C:16]1[CH:37]=[CH:36][C:19]([CH2:20][N:21]2[CH2:25][CH2:24][N:23]([C:26]3[CH:27]=[C:28]([CH:32]=[CH:33][N:34]=3)[C:29](O)=[O:30])[C:22]2=[O:35])=[CH:18][CH:17]=1>>[F:15][C:16]1[CH:17]=[CH:18][C:19]([CH2:20][N:21]2[CH2:25][CH2:24][N:23]([C:26]3[CH:27]=[C:28]([CH:32]=[CH:33][N:34]=3)[C:29]([NH:14][CH2:13][C:9]3[O:8][CH:12]=[CH:11][N:10]=3)=[O:30])[C:22]2=[O:35])=[CH:36][CH:37]=1. Reported procedure: Following the procedure as described in Example 14, making variations as required to replace oxazol-4-ylmethanamine with oxazol-2-ylmethanamine to react with 2-(3-(4-fluorobenzyl)-2-oxoimidazolidin-1-yl)isonicotinic acid, 2-(3-(4-fluorobenzyl)-2-oxoimidazolidin-1-yl)-N-(oxazol-2-ylmethyl)isonicotinamide was obtained as a colorless solid in 49% yield: mp 148-150° C.; 1H NMR (300 MHz, DMSO-d6) δ 9.36 (t, J=5.7 Hz, 1H), 8.60 (s, 1H), 8.38 (d, J=5.1 Hz, 2H), 8.03 (s, 1H), 7.36-7.31 (m, 3H), 7.18-7.0... Run in CO (methanol). Reaction SMILES: [CH3:1][N:2]([CH3:26])[CH2:3][CH2:4][NH:5][C:6](=[O:25])[CH2:7][C:8]1[CH:13]=[CH:12][C:11]([NH:14]C(=O)OCC2C=CC=CC=2)=[CH:10][CH:9]=1>[Pd].CO>[NH2:14][C:11]1[CH:10]=[CH:9][C:8]([CH2:7][C:6]([NH:5][CH2:4][CH2:3][N:2]([CH3:1])[CH3:26])=[O:25])=[CH:13][CH:12]=1. Procedure: Pd-C (1 g) was added to a methanol (140 ml) solution of benzyl 4-[2-[[2-(dimethylamino)ethyl]amino]-2-oxoethyl]phenylcarbamate (10 g), which was stirred under hydrogen atmosphere for 1 hour. Pd-C was removed, and the filtrate was concentrated. The residue was purified by alumina column chromatography (development solvent; ethyl acetate:hexane=1:1), to give the titled compound (6.63 g) as an oily substance. Run at time 1 hour. The product is NC1=CC=C(C=C1)CC(=O)NCCN(C)C (2-(4-Aminophenyl)-N-[2-(dimethylamino)ethyl]acetamide). The reagents and catalysts are [Pd] (Pd-C). Reactants: CN(CCNC(CC1=CC=C(C=C1)NC(OCC1=CC=CC=C1)=O)=O)C (benzyl 4-[2-[[2-(dimethylamino)ethyl]amino]-2-oxoethyl]phenylcarbamate). The yield is 106.5%.